From a dataset of the Open Reaction Database (ORD), a public repository of structured organic reaction records. describe an organic reaction: reactants, conditions, products, and yield Reaction SMILES: [Al+3:2].[CH2:27]([Cl:28])[Cl:29].[CH3:13][O:14][c:15]1[cH:16][c:17]([C:18](=[O:19])[Cl:20])[cH:21][c:22]([O:24][CH3:25])[cH:23]1.[CH3:5][O:6][c:7]1[cH:8][cH:9][cH:10][cH:11][cH:12]1.[Cl-:1].[Cl-:3].[Cl-:4].[OH2:26]>>[CH3:5][O:6][c:7]1[cH:8][cH:9][c:10]([C:18]([c:17]2[cH:16][c:15]([O:14][CH3:13])[cH:23][c:22]([O:24][CH3:25])[cH:21]2)=[O:19])[cH:11][cH:12]1. The product is COc1ccc(C(=O)c2cc(OC)cc(OC)c2)cc1. Starting materials: [Al+3], ClCCl, COc1cc(OC)cc(C(=O)Cl)c1, COc1ccccc1, [Cl-], [Cl-], [Cl-], O. Reactants: NC1=C(N(C2=CC(=CC=C12)Cl)C(=O)OCC)C(C1=CC(=CC=C1)C#N)=O (3-Amino-6-chloro-2-(3-cyanobenzoyl)-1-(ethoxycarbonyl)indole), C([O-])([O-])=O.[K+].[K+] (potassium carbonate), NC1=C(NC2=CC(=CC=C12)Cl)C(C1=CC(=CC=C1)C#N)=O (3-Amino-6-chloro-2-(3-cyanobenzoyl)indole). Solvent: C(C)O (ethanol), O (water). The product is NC1=C(NC2=CC(=CC=C12)Cl)C(C1=CC(=CC=C1)C(=O)N)=O (3-amino-2-(3-aminocarbonylbenzoyl)-6-chloroindole). As a reaction SMILES: [NH2:1][C:2]1[C:10]2[C:5](=[CH:6][C:7]([Cl:11])=[CH:8][CH:9]=2)[N:4](C(OCC)=O)[C:3]=1[C:17](=[O:26])[C:18]1[CH:23]=[CH:22][CH:21]=[C:20]([C:24]#[N:25])[CH:19]=1.C(=O)([O-])[O-:28].[K+].[K+].NC1C2C(=CC(Cl)=CC=2)NC=1C(=O)C1C=CC=C(C#N)C=1>C(O)C.O>[NH2:1][C:2]1[C:10]2[C:5](=[CH:6][C:7]([Cl:11])=[CH:8][CH:9]=2)[NH:4][C:3]=1[C:17](=[O:26])[C:18]1[CH:23]=[CH:22][CH:21]=[C:20]([C:24]([NH2:25])=[O:28])[CH:19]=1 |f:1.2.3|. Reported procedure: A mixture of 3-amino-6-chloro-2-(3-cyanobenzoyl)-1-(ethoxycarbonyl)indole (step 1, 10.4 g, 28 mmol) and potassium carbonate (20 g, 140 mmol) in ethanol (100 ml) and water (100 ml) was heated at reflux for 4 h. The mixture was cooled and concentrated, and the residue partitioned between water (100 ml) and ethyl acetate (250). The organic layer was dried (MgSO4) and concentrated. The residual oil was purified by flash column chromatography eluting with hexane/ethyl acetate (2/1) to give; 3-Amino-6... Reactants: C(C)(C)(C)OC(CCCOC1=C(C=C(C(=C1)Cl)C=1C=NC(=CC1C#N)C(F)(F)F)C(N(C1=C(C=CC=C1)C)C)=O)=O (4-[5-chloro-4-(4-cyano-6-trifluoromethyl-pyridin-3-yl)-2-(methyl-o-tolyl-carbamoyl)-phenoxy]-butyric acid tert-butyl ester). Solvent: FC(C(=O)O)(F)F (trifluoroacetic acid), C(Cl)Cl (DCM). Product: ClC=1C(=CC(=C(OCCCC(=O)O)C1)C(N(C1=C(C=CC=C1)C)C)=O)C=1C=NC(=CC1C#N)C(F)(F)F (4-[5-chloro-4-(4-cyano-6-trifluoromethyl-pyridin-3-yl)-2-(methyl-o-tolyl-carbamoyl)-phenoxy]-butyric acid). Yield: 16.7%. RXN SMILES: C([O:5][C:6](=[O:41])[CH2:7][CH2:8][CH2:9][O:10][C:11]1[CH:16]=[C:15]([Cl:17])[C:14]([C:18]2[CH:19]=[N:20][C:21]([C:26]([F:29])([F:28])[F:27])=[CH:22][C:23]=2[C:24]#[N:25])=[CH:13][C:12]=1[C:30](=[O:40])[N:31]([CH3:39])[C:32]1[CH:37]=[CH:36][CH:35]=[CH:34][C:33]=1[CH3:38])(C)(C)C>FC(F)(F)C(O)=O.C(Cl)Cl>[Cl:17][C:15]1[C:14]([C:18]2[CH:19]=[N:20][C:21]([C:26]([F:29])([F:27])[F:28])=[CH:22][C:23]=2[C:24]#[N:25])=[CH:13][C:12]([C:30](=[O:40])[N:31]([CH3:39])[C:32]2[CH:37]=[CH:36][CH:35]=[CH:34][C:33]=2[CH3:38])=[C:11]([CH:16]=1)[O:10][CH2:9][CH2:8][CH2:7][C:6]([OH:41])=[O:5]. Procedure: 4-[5-chloro-4-(4-cyano-6-trifluoromethyl-pyridin-3-yl)-2-(methyl-o-tolyl-carbamoyl)-phenoxy]-butyric acid tert-butyl ester (410 mg, 0.7 mmol) was stirred in a mixture of trifluoroacetic acid in DCM (1/1, 3 mL) for 2 hrs. Concentration followed by purification by HPLC gave 4-[5-chloro-4-(4-cyano-6-trifluoromethyl-pyridin-3-yl)-2-(methyl-o-tolyl-carbamoyl)-phenoxy]-butyric acid 20-1 (62 mg). MS: 532.6 (M+H)+; tR=5.29 min (method 3). NMR (CDCl3, reported as the major isomer of cis-trans amide rotam... Reactants: C12C3C(C=CC(C3C(C=C1)CC2)=O)=O (tricyclo[6.2.2.02,7]dodeca-4,9-diene-3,6-dione), CeCl3, [BH4-].[Na+] (NaBH4). Run in CO (MeOH). Run at time 1 hour. Product: C12C3C(C=CC(C3C(C=C1)CC2)O)O (Tricyclo[6.2.2.02,7]dodeca-4,9-diene-3,6-diol). Isolated yield 106.7%. RXN SMILES: [CH:1]12[CH2:12][CH2:11][CH:8]([CH:9]=[CH:10]1)[CH:7]1[CH:2]2[C:3](=[O:14])[CH:4]=[CH:5][C:6]1=[O:13].[BH4-].[Na+]>CO>[CH:8]12[CH2:11][CH2:12][CH:1]([CH:10]=[CH:9]1)[CH:2]1[CH:7]2[CH:6]([OH:13])[CH:5]=[CH:4][CH:3]1[OH:14] |f:1.2|. Procedure details: To a solution of 25.6 g of tricyclo[6.2.2.02,7]dodeca-4,9-diene-3,6-dione in 600 mL of MeOH were added 58.0 g of CeCl3 7H2O. Then, 5.7 g of NaBH4 were portionwise added at 0° C. and the mixture was stirred for 1 h at the same temperature. After evaporation of the solvent the residue was redissolved in EtOAc, it was washed with H2O, dried over MgSO4 and concentrated in vacuo. The crude was again redissolved in EtOAc and triturated with Hept to obtain 27.9 g of the desired compound as mixture of s... Starting materials: ClC1=CC=C(C=C1)C1=NC=2C(=NC=CC2)N1CC(=O)O (2-(4-chlorophenyl)-3H-imidazo[4,5-b]pyridine-3-acetic acid), C(=O)(N1C=NC=C1)N1C=NC=C1 (1,1'-carbonyldiimidazole), CNC (dimethylamine). Run in O1CCCC1 (tetrahydrofuran), O1CCCC1 (tetrahydrofuran). Reaction conditions: time 3 hour. The product is Cl.ClC1=CC=C(C=C1)C1=NC=2C(=NC=CC2)N1CC(=O)N(C)C (2-(4-Chlorophenyl)-N,N-dimethyl-3H-imidazo[4,5-b]pyridine-3-acetamide hydrochloride). Reaction SMILES: [Cl:1][C:2]1[CH:7]=[CH:6][C:5]([C:8]2[N:16]([CH2:17][C:18]([OH:20])=O)[C:11]3=[N:12][CH:13]=[CH:14][CH:15]=[C:10]3[N:9]=2)=[CH:4][CH:3]=1.[C:21](N1C=CN=C1)([N:23]1C=CN=[CH:24]1)=O.CNC>O1CCCC1>[ClH:1].[Cl:1][C:2]1[CH:3]=[CH:4][C:5]([C:8]2[N:16]([CH2:17][C:18]([N:23]([CH3:24])[CH3:21])=[O:20])[C:11]3=[N:12][CH:13]=[CH:14][CH:15]=[C:10]3[N:9]=2)=[CH:6][CH:7]=1 |f:4.5|. Procedure details: A mixture of 2-(4-chlorophenyl)-3H-imidazo[4,5-b]pyridine-3-acetic acid (6.0 g, 0.021 mole) and 1,1'-carbonyldiimidazole (3.39 g, 0.021 mole) in 150 ml of tetrahydrofuran was stirred at room temperature for 3 hours with nitrogen bubbling through it. A solution of dimethylamine in tetrahydrofuran (84 ml of 1M solution, 0.042 mole) was added dropwise at room temperature to the stirred solution and the reaction mixture was allowed to stir at room temperature overnight. The tetrahydrofuran was evapo...